This data is from the Open Reaction Database (ORD), a public repository of structured organic reaction records. The task is: describe an organic reaction: reactants, conditions, products, and yield Starting materials: C(C)OC(=O)C1(CC1)C1=CC=C(C=C1)C1=CC=C(C=C1)C1=C(C(=NO1)C)N (1-[4′-(4-amino-3-methyl-isoxazol-5-yl)-biphenyl-4-yl]-cyclopropanecarboxylic acid ethyl ester), C1(=CC=CC=C1)C=1SC(=CN1)C=O (2-phenyl-thiazole-5-carbaldehyde). The product is C(C)OC(=O)C1(CC1)C1=CC=C(C=C1)C1=CC=C(C=C1)C1=C(C(=NO1)C)NCC1=CN=C(S1)C1=CC=CC=C1 (1-(4′-{3-Methyl-4-[(2-phenyl-thiazol-5-ylmethyl)-amino]-isoxazol-5-yl}-biphenyl-4-yl)-cyclopropanecarboxylic acid ethyl ester). Reaction SMILES: [CH2:1]([O:3][C:4]([C:6]1([C:9]2[CH:14]=[CH:13][C:12]([C:15]3[CH:20]=[CH:19][C:18]([C:21]4[O:25][N:24]=[C:23]([CH3:26])[C:22]=4[NH2:27])=[CH:17][CH:16]=3)=[CH:11][CH:10]=2)[CH2:8][CH2:7]1)=[O:5])[CH3:2].[C:28]1([C:34]2[S:35][C:36]([CH:39]=O)=[CH:37][N:38]=2)[CH:33]=[CH:32][CH:31]=[CH:30][CH:29]=1>>[CH2:1]([O:3][C:4]([C:6]1([C:9]2[CH:10]=[CH:11][C:12]([C:15]3[CH:20]=[CH:19][C:18]([C:21]4[O:25][N:24]=[C:23]([CH3:26])[C:22]=4[NH:27][CH2:39][C:36]4[S:35][C:34]([C:28]5[CH:29]=[CH:30][CH:31]=[CH:32][CH:33]=5)=[N:38][CH:37]=4)=[CH:17][CH:16]=3)=[CH:13][CH:14]=2)[CH2:8][CH2:7]1)=[O:5])[CH3:2]. Reported procedure: Prepared according to the procedure described in Example 1, Step 12, using 1-[4′-(4-amino-3-methyl-isoxazol-5-yl)-biphenyl-4-yl]-cyclopropanecarboxylic acid ethyl ester and 2-phenyl-thiazole-5-carbaldehyde. Starting materials: C(Cl)(Cl)Cl (CHCl3), CO (CH3OH), C=C1C(C=2C3=C(NC2CC1)CCC3)=O (1,2,3,5,6,7-Hexahydro-7-Methylene-4H-Cyclopent[b]Indol-8(8H)-One), C1(=CC=CC=C1)N1CNC(C12CCNCC2)=O (1-phenyl-1,3,8-triazaspiro[4.5]decan-4-one). The solvent is C(C)(=O)O (acetic acid), O (H2O), C(C)O (ethanol). Yields the product Cl.O=C1NCN(C12CCN(CC2)CC2C(C=1C3=C(NC1CC2)CCC3)=O)C3=CC=CC=C3 (1,2,3,5,6,7-Hexahydro-7-[(4-Oxo-1-Phenyl-1,3,8-Triazaspiro[4,5]decan-8-yl)-Methyl]-4H-Cyclopent[b]Indol-8(8H)-One, Hydrochloride). RXN SMILES: [CH2:1]=[C:2]1[CH2:10][CH2:9][C:8]2[NH:7][C:6]3[CH2:11][CH2:12][CH2:13][C:5]=3[C:4]=2[C:3]1=[O:14].[C:15]1([N:21]2[C:25]3([CH2:30][CH2:29][NH:28][CH2:27][CH2:26]3)[C:24](=[O:31])[NH:23][CH2:22]2)[CH:20]=[CH:19][CH:18]=[CH:17][CH:16]=1.C(Cl)(Cl)[Cl:33].CO>C(O)C.C(O)(=O)C.O>[ClH:33].[O:31]=[C:24]1[C:25]2([CH2:26][CH2:27][N:28]([CH2:1][CH:2]3[CH2:10][CH2:9][C:8]4[NH:7][C:6]5[CH2:11][CH2:12][CH2:13][C:5]=5[C:4]=4[C:3]3=[O:14])[CH2:29][CH2:30]2)[N:21]([C:15]2[CH:20]=[CH:19][CH:18]=[CH:17][CH:16]=2)[CH2:22][NH:23]1 |f:7.8|. Procedure: A mixture of 6.0 g (0.032 mole) of the title compound of Example 11 and 7.45 g (0.032 mole) of 1-phenyl-1,3,8-triazaspiro[4.5]decan-4-one in 150 mL of ethanol was heated to reflux under argon for 48 hours. The solvent was evaporated and the residue chromatographed on 500 g of silica gel (dry column) eluting with the lower phase of a mixture prepared by shaking 90 parts CHCl3, 30 parts CH3OH, 10 parts H2O, and 6 parts acetic acid. The fractions containing free base of the title compound were conc... Starting materials: OC(C)C1=CC=C(C=C1)C1=NN2C(C=C(C=C2)C(=O)N(CCC(C)C)CCC(C)C)=C1CCCN1CCCCC1 (2-(4-(1-hydroxyethyl)phenyl)-N,N-diisopentyl-3-(3-(piperidin-1-yl)propyl)pyrazolo[1,5-a]pyridine-5-carboxamide). The reagents and catalysts are [O-2].[O-2].[Mn+4] (manganese dioxide). Solvent: C(Cl)(Cl)Cl (chloroform), ClCCl (dichloromethane). Conditions: temperature 50 celsius, time 3 minute. The product is C(C)(=O)C1=CC=C(C=C1)C1=NN2C(C=C(C=C2)C(=O)N(CCC(C)C)CCC(C)C)=C1CCCN1CCCCC1 (2-(4-Acetylphenyl)-N,N-diisopentyl-3-(3-(piperidin-1-yl)propyl)pyrazolo[1,5-a]pyridine-5-carboxamide). Reaction SMILES: [OH:1][CH:2]([C:4]1[CH:9]=[CH:8][C:7]([C:10]2[C:31]([CH2:32][CH2:33][CH2:34][N:35]3[CH2:40][CH2:39][CH2:38][CH2:37][CH2:36]3)=[C:13]3[CH:14]=[C:15]([C:18]([N:20]([CH2:26][CH2:27][CH:28]([CH3:30])[CH3:29])[CH2:21][CH2:22][CH:23]([CH3:25])[CH3:24])=[O:19])[CH:16]=[CH:17][N:12]3[N:11]=2)=[CH:6][CH:5]=1)[CH3:3]>C(Cl)(Cl)Cl.ClCCl.[O-2].[O-2].[Mn+4]>[C:2]([C:4]1[CH:5]=[CH:6][C:7]([C:10]2[C:31]([CH2:32][CH2:33][CH2:34][N:35]3[CH2:40][CH2:39][CH2:38][CH2:37][CH2:36]3)=[C:13]3[CH:14]=[C:15]([C:18]([N:20]([CH2:21][CH2:22][CH:23]([CH3:25])[CH3:24])[CH2:26][CH2:27][CH:28]([CH3:30])[CH3:29])=[O:19])[CH:16]=[CH:17][N:12]3[N:11]=2)=[CH:8][CH:9]=1)(=[O:1])[CH3:3] |f:3.4.5|. Procedure details: To a solution of 2-(4-(1-hydroxyethyl)phenyl)-N,N-diisopentyl-3-(3-(piperidin-1-yl)propyl)pyrazolo[1,5-a]pyridine-5-carboxamide (35 mg, 0.053 mmol) in chloroform (1 mL) was added activated manganese dioxide (92 mg, 1.06 mmol,) and the mixture was heated to 50° C. for 24 h. The reaction mixture was then diluted with dichloromethane and filtered through a 0.45 um filter, concentrated and then purified by preparative HPLC on a reverse-phase Zorbax SB-C18 column 21.2×100 mm eluted with MeOH-water-0.... Starting materials: COc1ccc(CNc2ccc(C(=O)Nc3cccc4cc(C(=O)Nc5cc(C(C)(C)C)cc(NS(C)(=O)=O)c5OC)sc34)cn2)cc1, O=C(O)C(F)(F)F. The product is COc1c(NC(=O)c2cc3cccc(NC(=O)c4ccc(N)nc4)c3s2)cc(C(C)(C)C)cc1NS(C)(=O)=O. As a reaction SMILES: [C:1]([CH3:2])([CH3:3])([CH3:4])[c:5]1[cH:6][c:7]([NH:44][S:45](=[O:46])(=[O:47])[CH3:48])[c:8]([O:42][CH3:43])[c:9]([NH:11][C:12](=[O:13])[c:14]2[cH:15][c:16]3[c:17]([s:18]2)[c:19]([NH:23][C:24]([c:25]2[cH:26][n:27][c:28]([NH:31][CH2:32][c:33]4[cH:34][cH:35][c:36]([O:37][CH3:38])[cH:39][cH:40]4)[cH:29][cH:30]2)=[O:41])[cH:20][cH:21][cH:22]3)[cH:10]1.[OH:49][C:50]([C:51]([F:52])([F:53])[F:54])=[O:55]>>[C:1]([CH3:2])([CH3:3])([CH3:4])[c:5]1[cH:6][c:7]([NH:44][S:45](=[O:46])(=[O:47])[CH3:48])[c:8]([O:42][CH3:43])[c:9]([NH:11][C:12](=[O:13])[c:14]2[cH:15][c:16]3[c:17]([s:18]2)[c:19]([NH:23][C:24]([c:25]2[cH:26][n:27][c:28]([NH2:31])[cH:29][cH:30]2)=[O:41])[cH:20][cH:21][cH:22]3)[cH:10]1. The reactants are CNC(=O)C1CN(CCO1)C(=O)OC(C)(C)C (tert-butyl 2-(methylcarbamoyl)morpholine-4-carboxylate), C(=O)([O-])[O-].[K+].[K+] (K2CO3), C(C1=CC=CC=C1)OC(CBr)=O (bromo-acetic acid benzyl ester). Run in C(Cl)Cl (DCM), C(=O)(C(F)(F)F)O (TFA), C(C)(=O)OCC (Ethyl acetate), O (water). Conditions: time 4 hour. Product: CNC(=O)C1OCCN(C1)CC(=O)OCC1=CC=CC=C1 (benzyl 2-(2-(methylcarbamoyl)morpholino)acetate). Reaction SMILES: [CH3:1][NH:2][C:3]([CH:5]1[O:10][CH2:9][CH2:8][N:7]([C:11](OC(C)(C)C)=O)[CH2:6]1)=[O:4].C([O-])([O-])=O.[K+].[K+].[CH2:24]([O:31][C:32](=[O:35])CBr)[C:25]1[CH:30]=[CH:29][CH:28]=[CH:27][CH:26]=1>C(Cl)Cl.C(O)(C(F)(F)F)=O.C(OCC)(=O)C.O>[CH3:1][NH:2][C:3]([CH:5]1[CH2:6][N:7]([CH2:11][C:32]([O:31][CH2:24][C:25]2[CH:30]=[CH:29][CH:28]=[CH:27][CH:26]=2)=[O:35])[CH2:8][CH2:9][O:10]1)=[O:4] |f:1.2.3|. Procedure details: tert-butyl 2-(methylcarbamoyl)morpholine-4-carboxylate prepared above (0.5 g, 0.20 mmol) was dissolved in DCM (10 mL) and TFA (2 mL). The reaction mixture was stirred at room temperature for 4 h and then concentrated; excess 1N HCl solution in ether was added to the residue and concentrated under high vacuum. The residue was dissolved in acetonitrile (20 mL) and K2CO3 (0.56 g, 40.8 mmol) was added followed by bromo-acetic acid benzyl ester (0.7 g, 3.07 mmol). The reaction mixture was heated at 6... The reactants are BrC1=CC=C(C2=CC=CC=C12)C(=O)O (4-Bromonaphthalene-1-carboxylic acid), S(=O)(Cl)Cl (thionyl chloride). Conditions: temperature 40 celsius, time 16 hour. Product: BrC1=CC=C(C2=CC=CC=C12)C(=O)Cl (4-bromonaphthalene-1-carbonyl chloride). Reaction SMILES: [Br:1][C:2]1[C:11]2[C:6](=[CH:7][CH:8]=[CH:9][CH:10]=2)[C:5]([C:12]([OH:14])=O)=[CH:4][CH:3]=1.S(Cl)([Cl:17])=O>>[Br:1][C:2]1[C:11]2[C:6](=[CH:7][CH:8]=[CH:9][CH:10]=2)[C:5]([C:12]([Cl:17])=[O:14])=[CH:4][CH:3]=1. Procedure: 4-Bromonaphthalene-1-carboxylic acid (9.80 g) was suspended in thionyl chloride (80 mL) and stirred at 40° C. for 16 hours and evaporated under vacuum. Solid was dissolved in DCM (20 mL) and evaporated under vacuum, giving 4-bromonaphthalene-1-carbonyl chloride (13.8 g, crude) as a white solid.